From a dataset of the Open Reaction Database (ORD), a public repository of structured organic reaction records. describe an organic reaction: reactants, conditions, products, and yield Reactants: CC#N, CC(=O)[O-], CC(C)n1ncnc1-c1cn2c(n1)-c1cc(Cl)ncc1OCC2, OB(O)c1ccc(F)nc1, [K+], O, c1ccc(P(c2ccccc2)(c2ccccc2)[Pd](P(c2ccccc2)(c2ccccc2)c2ccccc2)(P(c2ccccc2)(c2ccccc2)c2ccccc2)P(c2ccccc2)(c2ccccc2)c2ccccc2)cc1. The product is CC(C)n1ncnc1-c1cn2c(n1)-c1cc(-c3ccc(F)nc3)ncc1OCC2. As a reaction SMILES: [CH3:24][C:25]#[N:26].[CH3:29][C:30](=[O:31])[O-:32].[Cl:1][c:2]1[cH:3][c:4]2[c:10]([cH:11][n:12]1)[O:9][CH2:8][CH2:7][n:6]1[c:5]-2[n:15][c:14](-[c:16]2[n:17][cH:18][n:19][n:20]2[CH:21]([CH3:22])[CH3:23])[cH:13]1.[F:33][c:34]1[n:35][cH:36][c:37]([B:40]([OH:41])[OH:42])[cH:38][cH:39]1.[K+:28].[OH2:27].[cH:43]1[cH:44][cH:45][c:46]([P:47]([Pd:48]([P:49]([c:50]2[cH:51][cH:52][cH:53][cH:54][cH:55]2)([c:56]2[cH:57][cH:58][cH:59][cH:60][cH:61]2)[c:62]2[cH:63][cH:64][cH:65][cH:66][cH:67]2)([P:68]([c:69]2[cH:70][cH:71][cH:72][cH:73][cH:74]2)([c:75]2[cH:76][cH:77][cH:78][cH:79][cH:80]2)[c:81]2[cH:82][cH:83][cH:84][cH:85][cH:86]2)[P:87]([c:88]2[cH:89][cH:90][cH:91][cH:92][cH:93]2)([c:94]2[cH:95][cH:96][cH:97][cH:98][cH:99]2)[c:100]2[cH:101][cH:102][cH:103][cH:104][cH:105]2)([c:106]2[cH:107][cH:108][cH:109][cH:110][cH:111]2)[c:112]2[cH:113][cH:114][cH:115][cH:116][cH:117]2)[cH:118][cH:119]1>>[c:2]1(-[c:37]2[cH:36][n:35][c:34]([F:33])[cH:39][cH:38]2)[cH:3][c:4]2[c:10]([cH:11][n:12]1)[O:9][CH2:8][CH2:7][n:6]1[c:5]-2[n:15][c:14](-[c:16]2[n:17][cH:18][n:19][n:20]2[CH:21]([CH3:22])[CH3:23])[cH:13]1. Reactants: FC(C(=O)O)(F)F (trifluoroacetic acid), CN(C)C(=[N+](C)C)ON1C2=C(C=CC=C2)N=N1.[B-](F)(F)(F)F (TBTU), CN1CCOCC1 (N-methylmorpholine), Cl.C(C)(C)(C)ON (O-tert-butylhydroxylamine hydrochloride), ClC1=CC=C(C=C1)C1=CC=C(C=C1)S(=O)(=O)CC(C(=O)O)CSC1=CC=CC=C1 (3-[(4′-chloro[1,1′-biphenyl]-4-yl)sulfonyl]-2-[(phenylsulfanyl)methyl]-propanoic acid). The solvent is C(C)(=O)OCC (ethyl acetate), CN(C)C=O (DMF), C(C)#N (acetonitrile). Run at temperature -5 celsius, time 8 hour. The product is ClC1=CC=C(C=C1)C1=CC=C(C=C1)S(=O)(=O)CC(C(=O)NO)CSC1=CC=CC=C1 (3-[(4′-chloro[1,1′-biphenyl]-4-yl)sulfonyl]-N-hydroxy-2-[(phenylsulfanyl)methyl]propanamide). As a reaction SMILES: CN(C([O:8][N:9]1N=NC2C=CC=CC1=2)=[N+](C)C)C.[B-](F)(F)(F)F.CN1CCOCC1.Cl.C(ON)(C)(C)C.[Cl:37][C:38]1[CH:43]=[CH:42][C:41]([C:44]2[CH:49]=[CH:48][C:47]([S:50]([CH2:53][CH:54]([CH2:58][S:59][C:60]3[CH:65]=[CH:64][CH:63]=[CH:62][CH:61]=3)[C:55](O)=[O:56])(=[O:52])=[O:51])=[CH:46][CH:45]=2)=[CH:40][CH:39]=1.FC(F)(F)C(O)=O>CN(C=O)C.C(#N)C.C(OCC)(=O)C>[Cl:37][C:38]1[CH:43]=[CH:42][C:41]([C:44]2[CH:49]=[CH:48][C:47]([S:50]([CH2:53][CH:54]([CH2:58][S:59][C:60]3[CH:65]=[CH:64][CH:63]=[CH:62][CH:61]=3)[C:55]([NH:9][OH:8])=[O:56])(=[O:52])=[O:51])=[CH:46][CH:45]=2)=[CH:40][CH:39]=1 |f:0.1,3.4|. Reported procedure: TBTU (0,72 g) was added portionwise to a stirred solution of N-methylmorpholine (0.5 mL) and O-tert-butylhydroxylamine hydrochloride (0.43 g) and 3-[(4′-chloro[1,1′-biphenyl]-4-yl)sulfonyl]-2-[(phenylsulfanyl)methyl]-propanoic acid (0.5 g) in 20 mL of DMF and 20 mL of acetonitrile cooled at −5° C. After stirring at ambient temperature overnight, the resulting solution was diluted with ethyl acetate and sequentially washed with 0.1 M citric acid and 0.1 M NaHCO3. After drying over anhydrous sodiu... Reactants: C1CCOC1, CN(C)CCn1c(=O)[nH]c2ccccc21, CN(C)c1ccccn1, CCN(C(C)C)C(C)C, O=S(=O)(Cl)c1ccc(Cl)s1. Yields the product CN(C)CCn1c(=O)n(S(=O)(=O)c2ccc(Cl)s2)c2ccccc21. As a reaction SMILES: [CH2:44]1[O:45][CH2:46][CH2:47][CH2:48]1.[CH3:1][N:2]([CH2:3][CH2:4][n:5]1[c:6](=[O:14])[nH:7][c:8]2[c:9]1[cH:10][cH:11][cH:12][cH:13]2)[CH3:15].[CH3:35][N:36]([c:37]1[cH:38][cH:39][cH:40][cH:41][n:42]1)[CH3:43].[CH:26]([N:27]([CH:28]([CH3:29])[CH3:30])[CH2:31][CH3:32])([CH3:33])[CH3:34].[Cl:16][c:17]1[cH:18][cH:19][c:20]([S:22](=[O:23])(=[O:24])[Cl:25])[s:21]1>>[CH3:1][N:2]([CH2:3][CH2:4][n:5]1[c:6](=[O:14])[n:7]([S:22]([c:20]2[cH:19][cH:18][c:17]([Cl:16])[s:21]2)(=[O:23])=[O:24])[c:8]2[c:9]1[cH:10][cH:11][cH:12][cH:13]2)[CH3:15]. Starting materials: Cn1ncc2cc(Nc3ncnc4[nH]c(C5=CCNCC5)cc34)ccc21, CCN(C(C)C)C(C)C, Cl, Cl, Cl, O=C(O)CCN1CCCCC1, CN(C)C=O, On1nnc2ccccc21. Yields the product Cn1ncc2cc(Nc3ncnc4[nH]c(C5=CCN(C(=O)CCN6CCCCC6)CC5)cc34)ccc21. RXN SMILES: [CH3:4][n:5]1[n:6][cH:7][c:8]2[cH:9][c:10]([NH:14][c:15]3[c:16]4[c:17]([n:18][cH:19][n:20]3)[nH:21][c:22]([C:24]3=[CH:29][CH2:28][NH:27][CH2:26][CH2:25]3)[cH:23]4)[cH:11][cH:12][c:13]12.[CH:51]([N:52]([CH2:53][CH3:54])[CH:55]([CH3:56])[CH3:57])([CH3:58])[CH3:59].[ClH:1].[ClH:2].[ClH:3].[N:30]1([CH2:36][CH2:37][C:38](=[O:39])[OH:40])[CH2:31][CH2:32][CH2:33][CH2:34][CH2:35]1.[O:60]=[CH:61][N:62]([CH3:63])[CH3:64].[OH:41][n:42]1[c:43]2[cH:44][cH:45][cH:46][cH:47][c:48]2[n:49][n:50]1>>[CH3:4][n:5]1[n:6][cH:7][c:8]2[cH:9][c:10]([NH:14][c:15]3[c:16]4[c:17]([n:18][cH:19][n:20]3)[nH:21][c:22]([C:24]3=[CH:29][CH2:28][N:27]([C:38]([CH2:37][CH2:36][N:30]5[CH2:31][CH2:32][CH2:33][CH2:34][CH2:35]5)=[O:39])[CH2:26][CH2:25]3)[cH:23]4)[cH:11][cH:12][c:13]12. The reactants are CCOC(=O)COc1c(C(=O)OC)sc(-c2ccc(CNC(=O)OC(C)(C)C)cc2)c1Br, ClCCl, O=C(O)C(F)(F)F. Product: CCOC(=O)COc1c(C(=O)OC)sc(-c2ccc(CN)cc2)c1Br, O=C(O)C(F)(F)F. RXN SMILES: [CH3:1][O:2][C:3](=[O:4])[c:5]1[s:6][c:7](-[c:18]2[cH:19][cH:20][c:21]([CH2:24][NH:25][C:26]([O:27][C:28]([CH3:29])([CH3:30])[CH3:31])=[O:32])[cH:22][cH:23]2)[c:8]([Br:17])[c:9]1[O:10][CH2:11][C:12](=[O:13])[O:14][CH2:15][CH3:16].[Cl:40][CH2:41][Cl:42].[F:33][C:34]([C:35](=[O:36])[OH:37])([F:38])[F:39]>>[CH3:1][O:2][C:3](=[O:4])[c:5]1[s:6][c:7](-[c:18]2[cH:19][cH:20][c:21]([CH2:24][NH2:25])[cH:22][cH:23]2)[c:8]([Br:17])[c:9]1[O:10][CH2:11][C:12](=[O:13])[O:14][CH2:15][CH3:16].[F:33][C:34]([C:35](=[O:36])[OH:37])([F:38])[F:39]. Run in O1CCCC1 (tetrahydrofuran). Procedure details: N,N'-Carbonyldiimidazole (540 mg) was added to a solution of [(2R,3R)-3-{1-methyl-1-(4-nitrobenzyloxycarbonyloxy)ethyl]-4-oxoazetidin-2-yl]acetic acid (1.06 g) in tetrahydrofuran (50 ml) at ambient temperature. After stirring for 7 hours at the same temperature, magnesium salt of mono-p-nitrobenzyl malonate (1.45 g) was added thereto, and the resultant mixture was stirred overnight at ambient temperature, The solvent was distilled off in vacuo. The residue was dissolved in ethyl acetate (100 ml)... RXN SMILES: [CH3:1][C:2]([C@@H:18]1[C:21](=[O:22])[NH:20][C@@H:19]1[CH2:23]C(O)=O)([O:4][C:5]([O:7][CH2:8][C:9]1[CH:14]=[CH:13][C:12]([N+:15]([O-:17])=[O:16])=[CH:11][CH:10]=1)=[O:6])[CH3:3].[C:27]([O:33][CH2:34][C:35]1[CH:40]=[CH:39][C:38]([N+:41]([O-:43])=[O:42])=[CH:37][CH:36]=1)(=[O:32])[CH2:28][C:29]([O-])=[O:30]>O1CCCC1>[CH3:1][C:2]([C@@H:18]1[C:21](=[O:22])[NH:20][C@@H:19]1[CH2:23][C:29](=[O:30])[CH2:28][C:27]([O:33][CH2:34][C:35]1[CH:40]=[CH:39][C:38]([N+:41]([O-:43])=[O:42])=[CH:37][CH:36]=1)=[O:32])([O:4][C:5]([O:7][CH2:8][C:9]1[CH:10]=[CH:11][C:12]([N+:15]([O-:17])=[O:16])=[CH:13][CH:14]=1)=[O:6])[CH3:3]. Yields the product CC(C)(OC(=O)OCC1=CC=C(C=C1)[N+](=O)[O-])[C@H]1[C@H](NC1=O)CC(CC(=O)OCC1=CC=C(C=C1)[N+](=O)[O-])=O (4-nitrobenzyl 4-[(2R,3R)-3-{1-methyl-1-(4-nitrobenzyloxycarbonyloxy)ethyl}-4-oxoazetidin-2-yl]-3-oxobutanoate). Isolated yield 83.3%. Starting materials: resultant mixture, N,N'-Carbonyldiimidazole, CC(C)(OC(=O)OCC1=CC=C(C=C1)[N+](=O)[O-])[C@H]1[C@H](NC1=O)CC(=O)O ([(2R,3R)-3-{1-methyl-1-(4-nitrobenzyloxycarbonyloxy)ethyl]-4-oxoazetidin-2-yl]acetic acid), magnesium salt, C(CC(=O)[O-])(=O)OCC1=CC=C(C=C1)[N+](=O)[O-] (mono-p-nitrobenzyl malonate).